From a dataset of the Open Reaction Database (ORD), a public repository of structured organic reaction records. describe an organic reaction: reactants, conditions, products, and yield The reactants are B, OCC1(Cc2ccccc2F)CCN(Cc2ccccc2)CC1, O=C1OC2(CCN(Cc3ccccc3)CC2)c2ccc(F)cc21, C1CCOC1, C1CCOC1. Product: Fc1ccc2c(c1)COC21CCN(Cc2ccccc2)CC1. RXN SMILES: [BH3:47].[CH2:1]([N:2]1[CH2:3][CH2:4][C:5]([CH2:6][OH:7])([CH2:8][c:9]2[cH:10][cH:11][cH:12][cH:13][c:14]2[F:15])[CH2:16][CH2:17]1)[c:18]1[cH:19][cH:20][cH:21][cH:22][cH:23]1.[CH2:24]([c:25]1[cH:26][cH:27][cH:28][cH:29][cH:30]1)[N:31]1[CH2:32][CH2:33][C:34]2([O:35][C:36](=[O:44])[c:37]3[c:38]2[cH:39][cH:40][c:41]([F:43])[cH:42]3)[CH2:45][CH2:46]1.[CH2:48]1[O:49][CH2:50][CH2:51][CH2:52]1.[CH2:53]1[O:54][CH2:55][CH2:56][CH2:57]1>>[CH2:24]([c:25]1[cH:26][cH:27][cH:28][cH:29][cH:30]1)[N:31]1[CH2:32][CH2:33][C:34]2([O:35][CH2:36][c:37]3[c:38]2[cH:39][cH:40][c:41]([F:43])[cH:42]3)[CH2:45][CH2:46]1. The reactants are Cl, CCOC(=O)c1ccc(-c2ncc[nH]2)cc1. Product: Cl, O=C(O)c1ccc(-c2ncc[nH]2)cc1. Reaction SMILES: [ClH:17].[nH:1]1[c:2](-[c:6]2[cH:7][cH:8][c:9]([C:10](=[O:11])[O:12][CH2:13][CH3:14])[cH:15][cH:16]2)[n:3][cH:4][cH:5]1>>[ClH:17].[nH:1]1[c:2](-[c:6]2[cH:7][cH:8][c:9]([C:10](=[O:11])[OH:12])[cH:15][cH:16]2)[n:3][cH:4][cH:5]1.